describe an organic reaction: reactants, conditions, products, and yield From a dataset of the Open Reaction Database (ORD), a public repository of structured organic reaction records. Reactants: B, CO, Cc1c2c(n(-c3ccccc3Cl)c1-c1ccc(Cl)cc1)CCNC2=O, C1CCOC1, C1CCOC1. The product is Cc1c2c(n(-c3ccccc3Cl)c1-c1ccc(Cl)cc1)CCNC2. RXN SMILES: [BH3:31].[CH3:32][OH:33].[Cl:1][c:2]1[c:3](-[n:8]2[c:9](-[c:19]3[cH:20][cH:21][c:22]([Cl:25])[cH:23][cH:24]3)[c:10]([CH3:18])[c:11]3[c:16]2[CH2:15][CH2:14][NH:13][C:12]3=[O:17])[cH:4][cH:5][cH:6][cH:7]1.[O:26]1[CH2:27][CH2:28][CH2:29][CH2:30]1.[O:34]1[CH2:35][CH2:36][CH2:37][CH2:38]1>>[Cl:1][c:2]1[c:3](-[n:8]2[c:9](-[c:19]3[cH:20][cH:21][c:22]([Cl:25])[cH:23][cH:24]3)[c:10]([CH3:18])[c:11]3[c:16]2[CH2:15][CH2:14][NH:13][CH2:12]3)[cH:4][cH:5][cH:6][cH:7]1. Starting materials: C(C)OC(=O)C1(CC1)C1=CC=C(C=C1)C1=CC=C(C=C1)C1=C(C(=NO1)C)CBr (1-[4′-(4-bromomethyl-3-methyl-isoxazol-5-yl)-biphenyl-4-yl]-cyclopropanecarboxylic acid ethyl ester), C1(=CC=CC=C1)C=1N=NNN1 (5-phenyl-2H-tetrazole). Product: C(C)OC(=O)C1(CC1)C1=CC=C(C=C1)C1=CC=C(C=C1)C1=C(C(=NO1)C)CN1N=C(N=N1)C1=CC=CC=C1 (1-{4′-[3-Methyl-4-(5-phenyl-tetrazol-2-ylmethyl)-isoxazol-5-yl]-biphenyl-4-yl}-cyclopropanecarboxylic acid ethyl ester). RXN SMILES: [CH2:1]([O:3][C:4]([C:6]1([C:9]2[CH:14]=[CH:13][C:12]([C:15]3[CH:20]=[CH:19][C:18]([C:21]4[O:25][N:24]=[C:23]([CH3:26])[C:22]=4[CH2:27]Br)=[CH:17][CH:16]=3)=[CH:11][CH:10]=2)[CH2:8][CH2:7]1)=[O:5])[CH3:2].[C:29]1([C:35]2[N:36]=[N:37][NH:38][N:39]=2)[CH:34]=[CH:33][CH:32]=[CH:31][CH:30]=1>>[CH2:1]([O:3][C:4]([C:6]1([C:9]2[CH:14]=[CH:13][C:12]([C:15]3[CH:20]=[CH:19][C:18]([C:21]4[O:25][N:24]=[C:23]([CH3:26])[C:22]=4[CH2:27][N:37]4[N:38]=[N:39][C:35]([C:29]5[CH:34]=[CH:33][CH:32]=[CH:31][CH:30]=5)=[N:36]4)=[CH:17][CH:16]=3)=[CH:11][CH:10]=2)[CH2:8][CH2:7]1)=[O:5])[CH3:2]. Procedure details: Prepared according to the procedure described in Example 5, Step 3, using 1-[4′-(4-bromomethyl-3-methyl-isoxazol-5-yl)-biphenyl-4-yl]-cyclopropanecarboxylic acid ethyl ester and 5-phenyl-2H-tetrazole. The reactants are aqueous solution, CN (methylamine), COC(NCC=1C=NC(=CC1)Cl)=N[N+](=O)[O-] (O-methyl-N-(6-chloro-3-pyridylmethyl)-N'-nitroisourea). Solvent: O (water). Yields the product ClC1=CC=C(C=N1)CNC(=N[N+](=O)[O-])NC (1-(6-chloro-3-pyridylmethyl)-3-methyl-2-nitroguanidine). The yield is 89.1%. Reaction SMILES: CO[C:3](=[N:13][N+:14]([O-:16])=[O:15])[NH:4][CH2:5][C:6]1[CH:7]=[N:8][C:9]([Cl:12])=[CH:10][CH:11]=1.[CH3:17][NH2:18]>O>[Cl:12][C:9]1[N:8]=[CH:7][C:6]([CH2:5][NH:4][C:3]([NH:18][CH3:17])=[N:13][N+:14]([O-:16])=[O:15])=[CH:11][CH:10]=1. Reported procedure: To a mixture of O-methyl-N-(6-chloro-3-pyridylmethyl)-N'-nitroisourea (970 mg, 3.96 mmol) and water (30 ml) was added 40% aqueous solution of methylamine (0.7 ml, 7.92 mmol, 2.0 equivalents) at room temperature with stirring. After 1.5 hours of stirring at room temperature, the resulting crystals were collected. The crystals were washed with water and methanol, and dried. As a result, 860 mg (89.1% yield) of 1-(6-chloro-3-pyridylmethyl)-3-methyl-2-nitroguanidine. Starting materials: C1CCOC1, CC(Oc1cc(-c2cnn(CC3COC(C)(C)O3)c2)cnc1N)c1c(Cl)ccc(F)c1Cl, O=C(O)C(F)(F)F, O. Yields the product CC(Oc1cc(-c2cnn(CC(O)CO)c2)cnc1N)c1c(Cl)ccc(F)c1Cl. As a reaction SMILES: [CH2:40]1[O:41][CH2:42][CH2:43][CH2:44]1.[Cl:1][c:2]1[c:3]([CH:10]([CH3:11])[O:12][c:13]2[c:14]([NH2:32])[n:15][cH:16][c:17](-[c:19]3[cH:20][n:21][n:22]([CH2:24][CH:25]4[O:26][C:27]([CH3:30])([CH3:31])[O:28][CH2:29]4)[cH:23]3)[cH:18]2)[c:4]([Cl:9])[cH:5][cH:6][c:7]1[F:8].[F:33][C:34]([F:35])([F:36])[C:37]([OH:38])=[O:39].[OH2:45]>>[Cl:1][c:2]1[c:3]([CH:10]([CH3:11])[O:12][c:13]2[c:14]([NH2:32])[n:15][cH:16][c:17](-[c:19]3[cH:20][n:21][n:22]([CH2:24][CH:25]([OH:26])[CH2:29][OH:28])[cH:23]3)[cH:18]2)[c:4]([Cl:9])[cH:5][cH:6][c:7]1[F:8]. Reactants: acid, C(#N)C1=CC=C(C(=O)N)C=C1 (p-Cyanobenzamide), N(=O)[O-].[Na+] (sodium nitrite), C(C)(=O)OC(C)=O (acetic anhydride). The solvent is C(C)(=O)O (acetic acid). Reaction conditions: temperature 5 celsius. Product: C(#N)C1=CC=C(C(=O)O)C=C1 (p-cyanobenzoic acid). Yield: 91.2%. As a reaction SMILES: [C:1]([C:3]1[CH:11]=[CH:10][C:6]([C:7](N)=[O:8])=[CH:5][CH:4]=1)#[N:2].N([O-])=[O:13].[Na+].C(OC(=O)C)(=O)C>C(O)(=O)C>[C:1]([C:3]1[CH:11]=[CH:10][C:6]([C:7]([OH:13])=[O:8])=[CH:5][CH:4]=1)#[N:2] |f:1.2|. Reported procedure: p-Cyanobenzamide (14.6 g), sodium nitrite (20.7 g), acetic acid (200 ml), and acetic anhydride (20 ml) were mixed and stirred vigorously at 5° C. To the mixture, trifuloroacetic acid (35 g) was added dropwise over three hours, and further stirred vigorously for five hours. The solvent was removed under reduced pressure, and water (300 ml) was added to the residue. The precipitated crystals were collected through filtration, washed with water, and dried, to thereby obtain 13.4 g of p-cyanobenzoic... The reactants are C(C)(=O)OC1=CC=C(C=C)C=C1 (4-acetoxystyrene), C(C)(C)(C)OC(=O)OC(=O)OC(C)(C)C (di-t-butyldicarbonate), [OH-].C[N+](C)(C)C (tetramethylammonium hydroxide). Conditions: time 18 hour. Yields the product C(C)(C)(C)OC(=O)OC1=CC=C(C=C)C=C1 (4-t-Butoxycarbonyloxystyrene). Isolated yield 8.9%. RXN SMILES: C(OC1[CH:12]=[CH:11][C:8]([CH:9]=[CH2:10])=[CH:7][CH:6]=1)(=O)C.C(O[C:18]([O:20][C:21]([O:23][C:24]([CH3:27])([CH3:26])[CH3:25])=[O:22])=O)(C)(C)C.[OH-].C[N+](C)(C)C>>[C:24]([O:23][C:21]([O:20][C:18]1[CH:10]=[CH:9][C:8]([CH:11]=[CH2:12])=[CH:7][CH:6]=1)=[O:22])([CH3:25])([CH3:26])[CH3:27] |f:2.3|. Procedure: To a single neck 250 ml round bottom were added 10.0 g (0.617 moles) of 4-acetoxystyrene, 13.46 g (0.617 moles) of di-t-butyldicarbonate and 52 ml (15% mole excess) of a 25 weight % solution of tetramethylammonium hydroxide and the resulting reaction mixture was stirred under nitrogen at room temperature for about 18 hours. The reaction mixture was extracted twice with ether (50 ml) and washed once with a 25 weight % solution of tetramethylammonium hydroxide (50 ml) and then twice with water (50...